From a dataset of the Open Reaction Database (ORD), a public repository of structured organic reaction records. describe an organic reaction: reactants, conditions, products, and yield Reactants: ClC1=C(C=CC(=O)[O-])C=C(C(=C1Cl)OCOCCOC)OCOCCOC (2,3-dichloro-4,5bis-[(2-methoxyethoxy)-methoxy]-styryl carboxylate), [H-].C(C(C)C)[Al+]CC(C)C (diisobutylaluminium hydride). Yields the product ClC1=C(C=C)C=C(C(=C1Cl)OCOCCOC)OCOCCOC (2,3-dichloro-4,5bis-[(2-methoxyethoxy)-methoxy]-styrol). Yield: 99.6%. RXN SMILES: [Cl:1][C:2]1[C:12]([Cl:13])=[C:11]([O:14][CH2:15][O:16][CH2:17][CH2:18][O:19][CH3:20])[C:10]([O:21][CH2:22][O:23][CH2:24][CH2:25][O:26][CH3:27])=[CH:9][C:3]=1[CH:4]=[CH:5]C([O-])=O.[H-].C([Al+]CC(C)C)C(C)C>>[Cl:1][C:2]1[C:12]([Cl:13])=[C:11]([O:14][CH2:15][O:16][CH2:17][CH2:18][O:19][CH3:20])[C:10]([O:21][CH2:22][O:23][CH2:24][CH2:25][O:26][CH3:27])=[CH:9][C:3]=1[CH:4]=[CH2:5] |f:1.2|. Reported procedure: Using the procedure of Stage C of Example 40, 20 g of ester of Step B and 88 ml of diisobutylaluminium hydride were reacted to obtain 17.9 g of the expected product melting at 60° C. Reactants: C1CCOC1, c1ccc(CN2C3CCNCC2CC3)cc1, CI. Product: CN1CCC2CCC(C1)N2Cc1ccccc1. Reaction SMILES: [CH2:19]1[O:20][CH2:21][CH2:22][CH2:23]1.[CH2:3]([c:4]1[cH:5][cH:6][cH:7][cH:8][cH:9]1)[N:10]1[CH:11]2[CH2:12][NH:13][CH2:14][CH2:15][CH:16]1[CH2:17][CH2:18]2.[I:1][CH3:2]>>[CH3:2][N:13]1[CH2:12][CH:11]2[N:10]([CH2:3][c:4]3[cH:5][cH:6][cH:7][cH:8][cH:9]3)[CH:16]([CH2:15][CH2:14]1)[CH2:17][CH2:18]2. Reactants: O=C(O)C(CC1CCCC1)c1ccc(Br)cc1, ClCCl, CN(C)C=O, CCN(C(C)C)C(C)C, O=C(Cl)C(=O)Cl, Nc1nccs1. The product is O=C(Nc1nccs1)C(CC1CCCC1)c1ccc(Br)cc1. Reaction SMILES: [Br:1][c:2]1[cH:3][cH:4][c:5]([CH:8]([C:9](=[O:10])[OH:11])[CH2:12][CH:13]2[CH2:14][CH2:15][CH2:16][CH2:17]2)[cH:6][cH:7]1.[CH2:39]([Cl:40])[Cl:41].[CH3:42][N:43]([CH3:44])[CH:45]=[O:46].[CH:30]([N:31]([CH2:32][CH3:33])[CH:34]([CH3:35])[CH3:36])([CH3:37])[CH3:38].[Cl:18][C:19]([C:20]([Cl:21])=[O:22])=[O:23].[NH2:24][c:25]1[s:26][cH:27][cH:28][n:29]1>>[Br:1][c:2]1[cH:3][cH:4][c:5]([CH:8]([C:9](=[O:11])[NH:24][c:25]2[s:26][cH:27][cH:28][n:29]2)[CH2:12][CH:13]2[CH2:14][CH2:15][CH2:16][CH2:17]2)[cH:6][cH:7]1. The reactants are ClC1=C(C=C(C=C1[N+](=O)[O-])[N+](=O)[O-])[N+](=O)[O-] (1-chloro-2,4,6-trinitrobenzene), C(CC(=O)[O-])(=O)OCC (ethyl malonate), [Na] (sodium). The product is [N+](=O)([O-])C1=C(C(=CC(=C1)[N+](=O)[O-])[N+](=O)[O-])CC(=O)O (2,4,6-Trinitrophenylacetic acid). Reaction SMILES: Cl[C:2]1[C:7]([N+:8]([O-:10])=[O:9])=[CH:6][C:5]([N+:11]([O-:13])=[O:12])=[CH:4][C:3]=1[N+:14]([O-:16])=[O:15].C(OCC)(=O)[CH2:18][C:19]([O-:21])=[O:20].[Na]>>[N+:14]([C:3]1[CH:4]=[C:5]([N+:11]([O-:13])=[O:12])[CH:6]=[C:7]([N+:8]([O-:10])=[O:9])[C:2]=1[CH2:18][C:19]([OH:21])=[O:20])([O-:16])=[O:15] |^1:25|. Procedure details: 2,4,6-Trinitrophenylacetic acid (mp 159°-160° C.) is prepared from 1-chloro-2,4,6-trinitrobenzene and ethyl malonate in the presence of metallio sodium in accordance with a procedure by M. Kimura in J. Pharm. Soc. Jpn., 73, 1216 (1953). The yield is 23.0%. Reactants: Br (hydrogen bromide), S1CC(CC1)O\N=C(/C(=O)OCC)\C(C)=O (Ethyl (Z)-2-(tetrahydrothien-3-yloxyimino)-3-oxo-butyrate), BrBr (bromine). Run in C(C)(=O)O (acetic acid), C(Cl)(Cl)(Cl)Cl (carbontetrachloride), ClCCl (dichloromethane), CO (methanol). The product is BrCC(/C(/C(=O)OCC)=N/OC1CSCC1)=O (Ethyl 4-bromo-(Z)-2-(tetrahydrothien-3-yl-oxyimino)-3-oxobutyrate). Procedure: Ethyl (Z)-2-(tetrahydrothien-3-yloxyimino)-3-oxo-butyrate (1.29 g) was dissolved in a mixture of carbontetrachloride (15 ml), dichloromethane (5 ml) and methanol (2 ml). The mixture was cooled to -26°, a solution of hydrogen bromide in acetic acid (0.05 ml, 45% w/v) was added followed by bromine (0.29 ml). The mixture was allowed to warm to room temperature and stirred for 3 dyys. The solvents were removed under reduced pressure, the residue was partitioned between ethyl acetate and water. The o... Reaction SMILES: [S:1]1[CH2:5][CH2:4][CH:3]([O:6]/[N:7]=[C:8](/[C:14](=[O:16])[CH3:15])\[C:9]([O:11][CH2:12][CH3:13])=[O:10])[CH2:2]1.[BrH:17].BrBr>C(Cl)(Cl)(Cl)Cl.ClCCl.CO.C(O)(=O)C>[Br:17][CH2:15][C:14](=[O:16])/[C:8](=[N:7]/[O:6][CH:3]1[CH2:4][CH2:5][S:1][CH2:2]1)/[C:9]([O:11][CH2:12][CH3:13])=[O:10]. Starting materials: O=Cc1cc(Br)c(-c2nc(-c3ccc(Cl)cc3)no2)o1, [BH3-]C#N, C1COCCN1, CC(=O)O, CO, [Na+]. Product: Clc1ccc(-c2noc(-c3oc(CN4CCOCC4)cc3Br)n2)cc1. As a reaction SMILES: [Br:1][c:2]1[c:3](-[c:9]2[n:10][c:11](-[c:14]3[cH:15][cH:16][c:17]([Cl:20])[cH:18][cH:19]3)[n:12][o:13]2)[o:4][c:5]([CH:7]=[O:8])[cH:6]1.[C:21]([BH3-:22])#[N:23].[CH2:29]1[CH2:30][O:31][CH2:32][CH2:33][NH:34]1.[CH3:25][C:26](=[O:27])[OH:28].[CH3:35][OH:36].[Na+:24]>>[Br:1][c:2]1[c:3](-[c:9]2[n:10][c:11](-[c:14]3[cH:15][cH:16][c:17]([Cl:20])[cH:18][cH:19]3)[n:12][o:13]2)[o:4][c:5]([CH2:7][N:34]2[CH2:29][CH2:30][O:31][CH2:32][CH2:33]2)[cH:6]1.